From a dataset of the Open Reaction Database (ORD), a public repository of structured organic reaction records. describe an organic reaction: reactants, conditions, products, and yield The reactants are BrC=1C(C(OC1C1=CC(=C(C=C1)OC)Cl)(C)C)=O (4-bromo-5-(3-chloro-4-methoxyphenyl)-2,2-dimethylfuran-3(2H)-one), CC1(OB(OC1(C)C)C1=CC=C(OCC2=NC3=CC=CC=C3C=C2)C=C1)C (2-((4-(4,4,5,5-tetramethyl-1,3,2-dioxaborolan-2-yl)phenoxy)methyl)quinoline), C(=O)([O-])[O-].[Cs+].[Cs+] (Cs2CO3). The reagents and catalysts are C1=CC=C(C=C1)P([C-]2C=CC=C2)C3=CC=CC=C3.C1=CC=C(C=C1)P([C-]2C=CC=C2)C3=CC=CC=C3.Cl[Pd]Cl.[Fe+2] (Pd(dppf)Cl2). Solvent: C1(=CC=CC=C1)C (toluene), O (water). Product: ClC=1C=C(C=CC1OC)C1=C(C(C(O1)(C)C)=O)C1=CC=C(C=C1)OCC1=NC2=CC=CC=C2C=C1 (5-(3-chloro-4-methoxyphenyl)-2,2-dimethyl-4-(4-(quinolin-2-ylmethoxy)phenyl)furan-3(2H)-one). The yield is 24.6%. Reaction SMILES: Br[C:2]1[C:3](=[O:18])[C:4]([CH3:17])([CH3:16])[O:5][C:6]=1[C:7]1[CH:12]=[CH:11][C:10]([O:13][CH3:14])=[C:9]([Cl:15])[CH:8]=1.CC1(C)C(C)(C)OB([C:27]2[CH:44]=[CH:43][C:30]([O:31][CH2:32][C:33]3[CH:42]=[CH:41][C:40]4[C:35](=[CH:36][CH:37]=[CH:38][CH:39]=4)[N:34]=3)=[CH:29][CH:28]=2)O1.C([O-])([O-])=O.[Cs+].[Cs+]>C1(C)C=CC=CC=1.O.C1C=CC(P(C2C=CC=CC=2)[C-]2C=CC=C2)=CC=1.C1C=CC(P(C2C=CC=CC=2)[C-]2C=CC=C2)=CC=1.Cl[Pd]Cl.[Fe+2]>[Cl:15][C:9]1[CH:8]=[C:7]([C:6]2[O:5][C:4]([CH3:17])([CH3:16])[C:3](=[O:18])[C:2]=2[C:27]2[CH:28]=[CH:29][C:30]([O:31][CH2:32][C:33]3[CH:42]=[CH:41][C:40]4[C:35](=[CH:36][CH:37]=[CH:38][CH:39]=4)[N:34]=3)=[CH:43][CH:44]=2)[CH:12]=[CH:11][C:10]=1[O:13][CH3:14] |f:2.3.4,7.8.9.10|. Reported procedure: A solution of 4-bromo-5-(3-chloro-4-methoxyphenyl)-2,2-dimethylfuran-3(2H)-one 0.34 g, 1.021 mmol), 2-((4-(4,4,5,5-tetramethyl-1,3,2-dioxaborolan-2-yl)phenoxy)methyl)quinoline (0.37 g, 1.021 mmol), and Cs2CO3 (1.67 g, 5.130 mmol) in toluene (6 mL) and water (3 mL) was degassed. Then, Pd(dppf)Cl2 (0.167 g, 0.204 mmol) was added under an inert atmosphere and the solution was again degassed. Then the reaction mixture was refluxed for 1 h, filtered through a pad of Celite® and the filtrate was dilut... The reactants are C1CCOC1, COC(=O)c1cc(-c2ccc(S(N)(=O)=O)cc2)c(-c2ccc(F)cc2)s1, CO, [Na+], [OH-]. Yields the product NS(=O)(=O)c1ccc(-c2ccsc2-c2ccc(F)cc2)cc1. RXN SMILES: [CH2:31]1[O:32][CH2:33][CH2:34][CH2:35]1.[CH3:1][O:2][C:3](=[O:4])[c:5]1[s:6][c:7](-[c:20]2[cH:21][cH:22][c:23]([F:26])[cH:24][cH:25]2)[c:8](-[c:10]2[cH:11][cH:12][c:13]([S:16](=[O:17])(=[O:18])[NH2:19])[cH:14][cH:15]2)[cH:9]1.[CH3:27][OH:28].[Na+:30].[OH-:29]>>[cH:5]1[s:6][c:7](-[c:20]2[cH:21][cH:22][c:23]([F:26])[cH:24][cH:25]2)[c:8](-[c:10]2[cH:11][cH:12][c:13]([S:16](=[O:17])(=[O:18])[NH2:19])[cH:14][cH:15]2)[cH:9]1. The reactants are CC(=O)Nc1cc([N+](=O)[O-])ccc1O, CCN(CC)CCCl, CN(C)C=O, [K], O. The product is CCN(CC)CCOc1ccc([N+](=O)[O-])cc1NC(C)=O. RXN SMILES: [C:1]([CH3:2])(=[O:3])[NH:4][c:5]1[c:6]([OH:14])[cH:7][cH:8][c:9]([N+:11](=[O:12])[O-:13])[cH:10]1.[CH2:21]([CH3:22])[N:23]([CH2:24][CH3:25])[CH2:26][CH2:27][Cl:28].[CH3:16][N:17]([CH3:18])[CH:19]=[O:20].[K:15].[OH2:29]>>[C:1]([CH3:2])(=[O:3])[NH:4][c:5]1[c:6]([O:14][CH2:27][CH2:26][N:23]([CH2:21][CH3:22])[CH2:24][CH3:25])[cH:7][cH:8][c:9]([N+:11](=[O:12])[O-:13])[cH:10]1. Starting materials: N-formyl, N[C@@H](CC1=CC=CC=C1)C(=O)O (phenylalanine), C(=O)N (formamide), N[C@@H](CC1=CC=CC=C1)C(=O)O (phenylalanine). Product: C(=O)N[C@@H](CC1=CC=CC=C1)C(=O)O (N-Formyl-Phenylalanine). Reaction SMILES: [NH2:1][C@H:2]([C:10]([OH:12])=[O:11])[CH2:3][C:4]1[CH:9]=[CH:8][CH:7]=[CH:6][CH:5]=1.[CH:13](N)=[O:14]>>[CH:13]([NH:1][C@H:2]([C:10]([OH:12])=[O:11])[CH2:3][C:4]1[CH:9]=[CH:8][CH:7]=[CH:6][CH:5]=1)=[O:14]. Procedure: Under a nitrogen atmosphere, a slurry of 1.65 gm (10 mmol) phenylalanine in 4.0 ml (100 mmol) formamide was heated at 90° C. for 45 minutes. Examination of the resulting homogeneous solution by proton NMR showed an 85% conversion of the phenylalanine to its N-formyl derivative. The reactants are [NH4+].[Cl-] (NH4Cl), CC(C)([O-])C.[K+] (Potassium tert-butoxide), N1C=C(C2=CC=CC=C12)CC(=O)N (2-(1H-indol-3-yl)-acetamide), C(C)OC(C(=O)C1=C(N=C2N1C=C(N=C2)C(O[SiH2]C(C)(C)C)(C2=CC=CC=C2)C2=CC=CC=C2)C)=O ([6-(tert-butyl-diphenyl-silanyloxymethyl)-2-methyl-imidazo[1,2-a]pyrazin-3-yl]-oxo-acetic acid ethyl ester), C1CCC2=NCCCN2CC1 (DBU). Run in O (water), O1CCCC1 (tetrahydrofuran), CCOC(=O)C (EtOAc). Conditions: time 15 minute. The product is C(C)(C)(C)[SiH2]OC(C=1N=CC=2N(C1)C(=C(N2)C)C=2C(NC(C2C2=CNC1=CC=CC=C21)=O)=O)(C2=CC=CC=C2)C2=CC=CC=C2 (3-[6-(tert-Butyl-diphenyl-silanyloxymethyl)-2-methyl-imidazo[1,2-a]pyrazin-3-yl]-4-(1H-indol-3-yl)-pyrrole-2,5-dione). Yield: 33.8%. As a reaction SMILES: CC(C)([O-])C.[K+].[NH:7]1[C:15]2[C:10](=[CH:11][CH:12]=[CH:13][CH:14]=2)[C:9]([CH2:16][C:17]([NH2:19])=[O:18])=[CH:8]1.C([O:22][C:23](=O)[C:24]([C:26]1[N:30]2[CH:31]=[C:32]([C:35]([C:48]3[CH:53]=[CH:52][CH:51]=[CH:50][CH:49]=3)([C:42]3[CH:47]=[CH:46][CH:45]=[CH:44][CH:43]=3)[O:36][SiH2:37][C:38]([CH3:41])([CH3:40])[CH3:39])[N:33]=[CH:34][C:29]2=[N:28][C:27]=1[CH3:54])=O)C.[NH4+].[Cl-].C1CCN2C(=NCCC2)CC1>O1CCCC1.CCOC(C)=O.O>[C:38]([SiH2:37][O:36][C:35]([C:42]1[CH:43]=[CH:44][CH:45]=[CH:46][CH:47]=1)([C:48]1[CH:53]=[CH:52][CH:51]=[CH:50][CH:49]=1)[C:32]1[N:33]=[CH:34][C:29]2[N:30]([C:26]([C:24]3[C:23](=[O:22])[NH:19][C:17](=[O:18])[C:16]=3[C:9]3[C:10]4[C:15](=[CH:14][CH:13]=[CH:12][CH:11]=4)[NH:7][CH:8]=3)=[C:27]([CH3:54])[N:28]=2)[CH:31]=1)([CH3:41])([CH3:39])[CH3:40] |f:0.1,4.5|. Procedure details: Potassium tert-butoxide (1.0 M in THF, 0.86 ml, 0.86 mmol, 3.0 equiv) is added dropwise at room temperature under an atmosphere of argon to a solution of 2-(1H-indol-3-yl)-acetamide (50 mg, 0.29 mmol, 1.0 equiv) and of [6-(tert-butyl-diphenyl-silanyloxymethyl)-2-methyl-imidazo[1,2-a]pyrazin-3-yl]-oxo-acetic acid ethyl ester (158 mg, 0.32 mmol, 1.0 equiv) in anhydrous tetrahydrofuran (1.0 ml, dried over molecular sieves). The reaction mixture is stirred for 15 minutes at room temperature. It is t... The reactants are CC(=O)NC(=Cc1ccccc1)C(=O)O, C1CCOC1, [H][H], c1ccc(Pc2ccccc2)cc1. Product: CC(=O)NC(Cc1ccccc1)C(=O)O. Reaction SMILES: [C:14]([CH3:15])(=[O:16])[NH:17][C:18]([C:19](=[O:20])[OH:21])=[CH:22][c:23]1[cH:24][cH:25][cH:26][cH:27][cH:28]1.[CH2:31]1[O:32][CH2:33][CH2:34][CH2:35]1.[H:29][H:30].[c:1]1([PH:2][c:3]2[cH:4][cH:5][cH:6][cH:7][cH:8]2)[cH:9][cH:10][cH:11][cH:12][cH:13]1>>[C:14]([CH3:15])(=[O:16])[NH:17][CH:18]([C:19](=[O:20])[OH:21])[CH2:22][c:23]1[cH:24][cH:25][cH:26][cH:27][cH:28]1. The product is C(C1=CC=CC=C1)NCCC(C(OC)OC)O (4-(benzylamino)-1,1-dimethoxybutan-2-ol). Procedure details: To a solution of (E)-4-(benzylamino)-1,1-dimethoxybut-3-en-2-one (4.71 g, 20 mmol) in a mixture of 2-Propanol (60 ml) and Water (4.80 ml) was added sodium borohydride (3.03 g, 80 mmol) in portions at 20-25° C., the mixture was stirred overnight. Quenched with 5N HCl to pH 7 (approx 10 ml), pH adjusted to 8-9 with 5N NaOH, diluted with MTBE (100 ml) and brine (50 ml). Organic phase was dried (MgSO4), evaporated, separated on a column with ethyl acetate-MeOH mixture 4:1, fractions collected to giv... Solvent: CC(C)O (2-Propanol), O (Water). The reactants are C(C1=CC=CC=C1)N/C=C/C(C(OC)OC)=O ((E)-4-(benzylamino)-1,1-dimethoxybut-3-en-2-one), [BH4-].[Na+] (sodium borohydride). The yield is 74.1%. Run at time 8 hour. RXN SMILES: [CH2:1]([NH:8]/[CH:9]=[CH:10]/[C:11](=[O:17])[CH:12]([O:15][CH3:16])[O:13][CH3:14])[C:2]1[CH:7]=[CH:6][CH:5]=[CH:4][CH:3]=1.[BH4-].[Na+]>CC(O)C.O>[CH2:1]([NH:8][CH2:9][CH2:10][CH:11]([OH:17])[CH:12]([O:15][CH3:16])[O:13][CH3:14])[C:2]1[CH:7]=[CH:6][CH:5]=[CH:4][CH:3]=1 |f:1.2|. Starting materials: Cc1c(Cl)cccc1S(=O)(=O)Cl, CCOC(=O)C(=O)c1csc(N)n1. Yields the product CCOC(=O)C(=O)c1csc(NS(=O)(=O)c2cccc(Cl)c2C)n1. As a reaction SMILES: [Cl:14][c:15]1[c:16]([CH3:25])[c:17]([S:21](=[O:22])(=[O:23])[Cl:24])[cH:18][cH:19][cH:20]1.[NH2:1][c:2]1[s:3][cH:4][c:5]([C:7]([C:8](=[O:9])[O:10][CH2:11][CH3:12])=[O:13])[n:6]1>>[NH:1]([c:2]1[s:3][cH:4][c:5]([C:7]([C:8](=[O:9])[O:10][CH2:11][CH3:12])=[O:13])[n:6]1)[S:21]([c:17]1[c:16]([CH3:25])[c:15]([Cl:14])[cH:20][cH:19][cH:18]1)(=[O:22])=[O:23]. Starting materials: Cc1nc(N2CC(C)N(Cc3ccc(F)cc3)C2=O)sc1C(=O)O, Cc1nc(N2C(=O)N(Cc3ccc(F)cc3)CC2C)sc1C(=O)O, NCc1cccnc1, NCc1cncs1. Reaction SMILES: [F:16][c:17]1[cH:18][cH:19][c:20]([CH2:21][N:22]2[CH:23]([CH3:24])[CH2:25][N:26]([c:27]3[s:28][c:29]([C:30]([OH:31])=[O:32])[c:33]([CH3:34])[n:35]3)[C:36]2=[O:37])[cH:38][cH:39]1.[F:40][c:41]1[cH:42][cH:43][c:44]([CH2:45][N:46]2[C:47](=[O:61])[N:48]([c:52]3[s:53][c:54]([C:58](=[O:59])[OH:60])[c:55]([CH3:57])[n:56]3)[CH:49]([CH3:51])[CH2:50]2)[cH:62][cH:63]1.[n:1]1[cH:2][cH:3][cH:4][c:5]([CH2:6][NH2:7])[cH:8]1.[s:9]1[cH:10][n:11][cH:12][c:13]1[CH2:14][NH2:15]>>[s:9]1[cH:10][n:11][cH:12][c:13]1[CH2:14][NH:15][C:58]([c:54]1[s:53][c:52]([N:48]2[C:47](=[O:61])[N:46]([CH2:45][c:44]3[cH:43][cH:42][c:41]([F:40])[cH:63][cH:62]3)[CH2:50][CH:49]2[CH3:51])[n:56][c:55]1[CH3:57])=[O:59]. The product is Cc1nc(N2C(=O)N(Cc3ccc(F)cc3)CC2C)sc1C(=O)NCc1cncs1.